From a dataset of the Open Reaction Database (ORD), a public repository of structured organic reaction records. describe an organic reaction: reactants, conditions, products, and yield The reactants are C(C1=CC=CC=C1)(C1=CC=CC=C1)(C1=CC=CC=C1)NC=1SC=C(N1)C(C(=O)NC1C2CSC(=C(N2C1=O)C(=O)OC(C)(C)C)CO)=NOC (1,1-dimethylethyl 7-[2(2-tritylaminothiazol-4-yl)-2-methoxyimino-acetamido]-8-oxo-3-hydroxymethyl-4-thia-1-azabicyclo[4,2,0]oct-2-ene-2-carboxylate), Cl (hydrochloric acid). The reagents and catalysts are CN(C1=CC=NC=C1)C (4-dimethylamino-pyridine). The solvent is ClCCl (dichloromethane), ClCCl (dichloromethane), S(=O)(=O)(C1=CC=C(C)C=C1)Cl (tosyl chloride). Conditions: time 20 minute. The product is C(C1=CC=CC=C1)(C1=CC=CC=C1)(C1=CC=CC=C1)NC=1SC=C(N1)C(C(=O)NC1C2CSC(=C(N2C1=O)C(=O)OC(C)(C)C)CCl)=NOC (1,1-dimethylethyl 7-[2-(2-tritylaminothiazol-4-yl)-2-methoxyimino-acetamido]-8-oxo-3-chloromethyl-4-thia-1-azabicyclo[4,2,0]oct-2-ene-2-carboxylate). RXN SMILES: [C:1]([NH:20][C:21]1[S:22][CH:23]=[C:24]([C:26](=[N:48][O:49][CH3:50])[C:27]([NH:29][CH:30]2[C:37](=[O:38])[N:36]3[CH:31]2[CH2:32][S:33][C:34]([CH2:46]O)=[C:35]3[C:39]([O:41][C:42]([CH3:45])([CH3:44])[CH3:43])=[O:40])=[O:28])[N:25]=1)([C:14]1[CH:19]=[CH:18][CH:17]=[CH:16][CH:15]=1)([C:8]1[CH:13]=[CH:12][CH:11]=[CH:10][CH:9]=1)[C:2]1[CH:7]=[CH:6][CH:5]=[CH:4][CH:3]=1.[ClH:51]>ClCCl.S(Cl)(C1C=CC(C)=CC=1)(=O)=O.CN(C)C1C=CN=CC=1>[C:1]([NH:20][C:21]1[S:22][CH:23]=[C:24]([C:26](=[N:48][O:49][CH3:50])[C:27]([NH:29][CH:30]2[C:37](=[O:38])[N:36]3[CH:31]2[CH2:32][S:33][C:34]([CH2:46][Cl:51])=[C:35]3[C:39]([O:41][C:42]([CH3:45])([CH3:44])[CH3:43])=[O:40])=[O:28])[N:25]=1)([C:14]1[CH:19]=[CH:18][CH:17]=[CH:16][CH:15]=1)([C:8]1[CH:13]=[CH:12][CH:11]=[CH:10][CH:9]=1)[C:2]1[CH:7]=[CH:6][CH:5]=[CH:4][CH:3]=1. Procedure details: 623 mg of the alcohol of Step F were dissolved in 8 ml of dichloromethane with 834 ml of tosyl chloride, and over 20 minutes, a solution of 534 mg of 4-dimethylamino-pyridine and 5 ml of dichloromethane was added. After stirring for one hour, 2.2 ml of N hydrochloric acid were added with stirring, and after decanting, the organic phase was dried and distilled under reduced pressure. The residue was chromatographed over silica and eluted with dichloromethane-ethyl acetate (9-1) to obtain 245 mg o...